This data is from the Open Reaction Database (ORD), a public repository of structured organic reaction records. The task is: describe an organic reaction: reactants, conditions, products, and yield Reactants: C[N+](C)(C)C, Clc1cc(Cl)c(Cl)nc1Cl, [Na+], [OH-], [OH-], O, [Zn], Cc1ccccc1C. Product: Clc1cnc(Cl)c(Cl)c1. As a reaction SMILES: [CH3:22][N+:23]([CH3:24])([CH3:25])[CH3:26].[Cl:9][c:10]1[n:11][c:12]([Cl:18])[c:13]([Cl:17])[cH:14][c:15]1[Cl:16].[Na+:20].[OH-:19].[OH-:21].[OH2:28].[Zn:27].[c:1]1([CH3:2])[c:3]([CH3:4])[cH:5][cH:6][cH:7][cH:8]1>>[Cl:9][c:10]1[n:11][cH:12][c:13]([Cl:17])[cH:14][c:15]1[Cl:16]. Reactants: CO (MeOH), C(C)(C)(C)O[C@@H](C(=O)OC)C=1C(=NC=2N(C1C=1C(=C3CCCOC3=C(C1)F)C)N=C(C2)C2=CC=CC=C2)C ((2R)-methyl 2-tert-butoxy-2-(7-(8-fluoro-5-methylchroman-6-yl)-5-methyl-2-phenylpyrazolo[1,5-a]pyrimidin-6-yl)acetate). The solvent is C(=O)=O (CO2). Reaction conditions: time 14 minute. Yields the product C(C)(C)(C)O[C@@H](C(=O)O)C=1C(=NC=2N(C1C=1C(=C3CCCOC3=C(C1)F)C)N=C(C2)C2=CC=CC=C2)C ((2R)-2-tert-butoxy-2-(7-(8-fluoro-5-methylchroman-6-yl)-5-methyl-2-phenylpyrazolo[1,5-a]pyrimidin-6-yl)acetic acid). RXN SMILES: CO.[C:3]([O:7][C@H:8]([C:13]1[C:14]([CH3:40])=[N:15][C:16]2[N:17]([N:31]=[C:32]([C:34]3[CH:39]=[CH:38][CH:37]=[CH:36][CH:35]=3)[CH:33]=2)[C:18]=1[C:19]1[C:20]([CH3:30])=[C:21]2[C:26](=[C:27]([F:29])[CH:28]=1)[O:25][CH2:24][CH2:23][CH2:22]2)[C:9]([O:11]C)=[O:10])([CH3:6])([CH3:5])[CH3:4]>C(=O)=O>[C:3]([O:7][C@H:8]([C:13]1[C:14]([CH3:40])=[N:15][C:16]2[N:17]([N:31]=[C:32]([C:34]3[CH:35]=[CH:36][CH:37]=[CH:38][CH:39]=3)[CH:33]=2)[C:18]=1[C:19]1[C:20]([CH3:30])=[C:21]2[C:26](=[C:27]([F:29])[CH:28]=1)[O:25][CH2:24][CH2:23][CH2:22]2)[C:9]([OH:11])=[O:10])([CH3:6])([CH3:5])[CH3:4]. Procedure details: The title compound was synthesized using a two step method starting from the racemic ester precursor for Example 39. The racemic ester was separated into two enantiomers using a chiral column and (2R)-methyl 2-tert-butoxy-2-(7-(8-fluoro-5-methylchroman-6-yl)-5-methyl-2-phenylpyrazolo[1,5-a]pyrimidin-6-yl)acetate was isolated. Chiral separation method: Chiralpak AD-H preparative column, 20×250 mm, 5 μm to give two enantiomers. Mobile Phase: 15% MeOH in CO2 @ 150 Bar. Temp: 35° C. Flow rate: 45.0 ... Starting materials: O=C(CBr)c1ccc(Br)cc1, O=C(O)C1CC1, [Na+], [Na+], O=C([O-])[O-], CN(C)C=O. Product: O=C(COC(=O)C1CC1)c1ccc(Br)cc1. Reaction SMILES: [Br:13][CH2:14][C:15](=[O:16])[c:17]1[cH:18][cH:19][c:20]([Br:23])[cH:21][cH:22]1.[CH:7]1([C:10](=[O:11])[OH:12])[CH2:8][CH2:9]1.[Na+:1].[Na+:2].[O-:3][C:4](=[O:5])[O-:6].[O:24]=[CH:25][N:26]([CH3:27])[CH3:28]>>[CH:7]1([C:10](=[O:11])[O:12][CH2:14][C:15](=[O:16])[c:17]2[cH:18][cH:19][c:20]([Br:23])[cH:21][cH:22]2)[CH2:8][CH2:9]1. The reactants are CN1C(=NC2=CC=CC(=C2C1=O)C)S (3,5-dimethyl-2-mercapto-4(3H)-quinazolinone), C1(=CC=C(C=C1)C(=O)C1=CC=C(CBr)C=C1)C (4-(4-toluoyl)benzyl bromide), [OH-].[Na+].O (sodium hydroxide water). The solvent is CN(C)C=O (DMF). Yields the product CN1C(=NC2=CC=CC(=C2C1=O)C)SCC1=CC=C(C=C1)C(=O)C1=CC=C(C=C1)C (3,5-Dimetyl-2-[4-(4-toluoyl)benzylthio)-4(3H)-quinazolinone). Yield: 35.4%. Reaction SMILES: [CH3:1][N:2]1[C:11](=[O:12])[C:10]2[C:5](=[CH:6][CH:7]=[CH:8][C:9]=2[CH3:13])[N:4]=[C:3]1[SH:14].[C:15]1([CH3:31])[CH:20]=[CH:19][C:18]([C:21]([C:23]2[CH:30]=[CH:29][C:26]([CH2:27]Br)=[CH:25][CH:24]=2)=[O:22])=[CH:17][CH:16]=1.[OH-].[Na+].O>CN(C=O)C>[CH3:1][N:2]1[C:11](=[O:12])[C:10]2[C:5](=[CH:6][CH:7]=[CH:8][C:9]=2[CH3:13])[N:4]=[C:3]1[S:14][CH2:31][C:15]1[CH:16]=[CH:17][C:18]([C:21]([C:23]2[CH:30]=[CH:29][C:26]([CH3:27])=[CH:25][CH:24]=2)=[O:22])=[CH:19][CH:20]=1 |f:2.3.4|. Procedure details: A solution of 3,5-dimethyl-2-mercapto-4(3H)-quinazolinone (197 mg), 4-(4-toluoyl)benzyl bromide (336 mg) and 1N-sodium hydroxide/water (1 ml) in DMF (10 ml) was stirred at room temperature for 30 minutes. This reaction mixture was concentrated and the residue was dissolved in ethyl acetate, washed with water, dried, and concentrated. The residue was purified by silica gel column chromatography (hexane: ethyl acetate: chloroform=5:1:1) and crystallized from methanol to provide the title compound ... Starting materials: CC(=O)O, O=c1cc(O)nc2sc(CCC3CCCCC3)nn12, O=[N+]([O-])O. Yields the product O=c1c([N+](=O)[O-])c(O)nc2sc(CCC3CCCCC3)nn12. RXN SMILES: [CH3:24][C:25](=[O:26])[OH:27].[CH:1]1([CH2:7][CH2:8][c:9]2[n:10][n:11]3[c:12]([n:13][c:14]([OH:18])[cH:15][c:16]3=[O:17])[s:19]2)[CH2:2][CH2:3][CH2:4][CH2:5][CH2:6]1.[OH:20][N+:21]([O-:22])=[O:23]>>[CH:1]1([CH2:7][CH2:8][c:9]2[n:10][n:11]3[c:12]([n:13][c:14]([OH:18])[c:15]([N+:21](=[O:20])[O-:22])[c:16]3=[O:17])[s:19]2)[CH2:2][CH2:3][CH2:4][CH2:5][CH2:6]1. Reaction SMILES: [C:1]([C:3]1[CH:4]=[C:5]([CH:7]=[CH:8][CH:9]=1)[NH2:6])#[CH:2].[C:10]([NH:17][CH2:18][CH:19]=O)([O:12][C:13]([CH3:16])([CH3:15])[CH3:14])=[O:11].C(O[BH-](OC(=O)C)OC(=O)C)(=O)C.[Na+].C(=O)([O-])O.[Na+]>C(OCC)(=O)C.C(Cl)Cl.C(O)(=O)C>[C:1]([C:3]1[CH:4]=[C:5]([NH:6][CH2:19][CH2:18][NH:17][C:10](=[O:11])[O:12][C:13]([CH3:16])([CH3:15])[CH3:14])[CH:7]=[CH:8][CH:9]=1)#[CH:2] |f:2.3,4.5|. Reactants: C(#C)C=1C=C(N)C=CC1 (3-ethynylaniline), C(=O)(OC(C)(C)C)NCC=O (N-Boc-2-aminoacetaldehyde), C(C)(=O)O[BH-](OC(C)=O)OC(C)=O.[Na+] (sodium triacetoxyborohydride), C(O)([O-])=O.[Na+] (sodium hydrogencarbonate), C(=O)(OC(C)(C)C)NCC=O (N-Boc-2-aminoacetaldehyde), C(C)(=O)O[BH-](OC(C)=O)OC(C)=O.[Na+] (sodium triacetoxyborohydride). Procedure: To a solution of 3-ethynylaniline (100 mg) and N-Boc-2-aminoacetaldehyde (407 mg) in ethyl acetate (5 mL) and methylene chloride (5 mL), acetic acid (2 drops) and sodium triacetoxyborohydride (543 mg) were added at room temperature, and the mixture was stirred at the same temperature for 3 hours and 30 minutes. To the reaction mixture, N-Boc-2-aminoacetaldehyde (200 mg) and sodium triacetoxyborohydride (200 mg) were added at room temperature, and the mixture was stirred at the same temperature. ... The product is C(#C)C=1C=C(C=CC1)NCCNC(OC(C)(C)C)=O (tert-butyl (2-((3-ethynylphenyl)amino)ethyl)carbamate). Reagents/catalysts: C(C)(=O)O (acetic acid). The solvent is C(C)(=O)OCC (ethyl acetate), C(Cl)Cl (methylene chloride), C(C)(=O)OCC (ethyl acetate). Reaction conditions: time 30 minute. Reactants: polypropylene oxide, polypropylene oxide, C1C(C)O1 (propylene oxide), C1CO1 (ethylene oxide), C(CN)N (ethylenediamine), C1CO1 (ethylene oxide), polypropylene oxide, C1CO1 (ethylene oxide), C1CO1 (ethylene oxide), polyethylene oxide, CC1CO1.C1CO1 (polyethylene oxide-polypropylene oxide), polyethylene oxide-polypropylene oxide polyethylene oxide, polypropylene oxide. Yields the product C1C(C)O1 (propylene oxide), C(C(C)O)O (propylene glycol). Reaction SMILES: [CH3:1][CH:2]1[O:4][CH2:3]1.[CH2:5]1[O:7][CH2:6]1.C1[O:11][CH:9]1C.C1OC1.C(N)CN>>[CH2:3]1[O:4][CH:2]1[CH3:1].[CH2:9]([OH:11])[CH:5]([OH:7])[CH3:6] |f:0.1|. Reported procedure: Optionally, ink compositions of the present invention can also contain a polyethylene oxide-polypropylene oxide block copolymer. Suitable polymers include tetrafunctional block copolymers derived from the sequential addition of propylene oxide and ethylene oxide to ethylenediamine, such as those of the general formula ##STR13## wherein x, x', x", x'", y, y', y", and y'" are each integers representing the number of repeating monomer units and have values such that the molecular weight range of th... Reactants: C(C)(C)(C)OC(=O)N1CC(CC1)OC(=O)N1CCC(CC1)OC1=NC=NC(=C1)N1CCC2=CC(=CC=C12)S(=O)(=O)C (4-[6-(5-Methanesulfonyl-2,3-dihydro-indol-1-yl)-pyrimidin-4-yloxy]-piperidine-1-carboxylic acid 1-tert-butoxycarbonyl-pyrrolidin-3-yl ester), C(=O)(C(F)(F)F)O (TFA). Solvent: C(Cl)Cl (DCM). Conditions: time 2 hour. Product: N1CC(CC1)OC(=O)N1CCC(CC1)OC1=NC=NC(=C1)N1CCC2=CC(=CC=C12)S(=O)(=O)C (4-[6-(5-Methanesulfonyl-2,3-dihydro-indol-1-yl)-pyrimidin-4-yloxy]-piperidine-1-carboxylic acid pyrrolidin-3-yl ester). Reaction SMILES: C(OC([N:8]1[CH2:12][CH2:11][CH:10]([O:13][C:14]([N:16]2[CH2:21][CH2:20][CH:19]([O:22][C:23]3[CH:28]=[C:27]([N:29]4[C:37]5[C:32](=[CH:33][C:34]([S:38]([CH3:41])(=[O:40])=[O:39])=[CH:35][CH:36]=5)[CH2:31][CH2:30]4)[N:26]=[CH:25][N:24]=3)[CH2:18][CH2:17]2)=[O:15])[CH2:9]1)=O)(C)(C)C.C(O)(C(F)(F)F)=O>C(Cl)Cl>[NH:8]1[CH2:12][CH2:11][CH:10]([O:13][C:14]([N:16]2[CH2:21][CH2:20][CH:19]([O:22][C:23]3[CH:28]=[C:27]([N:29]4[C:37]5[C:32](=[CH:33][C:34]([S:38]([CH3:41])(=[O:40])=[O:39])=[CH:35][CH:36]=5)[CH2:31][CH2:30]4)[N:26]=[CH:25][N:24]=3)[CH2:18][CH2:17]2)=[O:15])[CH2:9]1. Procedure details: 21a was dissolved in 2.5 mL of DCM and 2.5 mL of TFA was added. The mixture was stirred at room temperature for 2 h then evaporated and the crude material was dissolved in DCM, washed with saturated NaHCO3 (3×10 mL), dried, filtered and evaporated to afford 21b. The reactants are BrCCCCBr, CC(C)O, [I-], [K+], NC(CO)c1ccccc1, [Na+], [Na+], O=C([O-])[O-]. Product: OCC(c1ccccc1)N1CCCC1. RXN SMILES: [Br:17][CH2:18][CH2:19][CH2:20][CH2:21][Br:22].[CH3:25][CH:26]([OH:27])[CH3:28].[I-:24].[K+:23].[NH2:1][CH:2]([CH2:3][OH:4])[c:5]1[cH:6][cH:7][cH:8][cH:9][cH:10]1.[Na+:11].[Na+:12].[O-:13][C:14](=[O:15])[O-:16]>>[N:1]1([CH:2]([CH2:3][OH:4])[c:5]2[cH:6][cH:7][cH:8][cH:9][cH:10]2)[CH2:18][CH2:19][CH2:20][CH2:21]1.